The task is: describe an organic reaction: reactants, conditions, products, and yield. This data is from the Open Reaction Database (ORD), a public repository of structured organic reaction records. Starting materials: COc1ccc(CBr)cc1, CC(C)=O, CCOC(=O)c1c[nH]nc1C(F)(F)F, [K+], [K+], O=C([O-])[O-]. Yields the product CCOC(=O)c1cn(Cc2ccc(OC)cc2)nc1C(F)(F)F. RXN SMILES: [Br:21][CH2:22][c:23]1[cH:24][cH:25][c:26]([O:29][CH3:30])[cH:27][cH:28]1.[CH3:31][C:32](=[O:33])[CH3:34].[F:7][C:8]([c:9]1[n:10][nH:11][cH:12][c:13]1[C:14](=[O:15])[O:16][CH2:17][CH3:18])([F:19])[F:20].[K+:1].[K+:2].[O-:3][C:4]([O-:5])=[O:6]>>[F:7][C:8]([c:9]1[n:10][n:11]([CH2:22][c:23]2[cH:24][cH:25][c:26]([O:29][CH3:30])[cH:27][cH:28]2)[cH:12][c:13]1[C:14](=[O:15])[O:16][CH2:17][CH3:18])([F:19])[F:20]. Starting materials: [Br-], O=C(Cl)Oc1ccc(C(=O)NCCc2ccc(Cl)cc2)cc1, [K+], C1COC(CN2CCNCC2)C1. Yields the product O=C(NCCc1ccc(Cl)cc1)c1ccc(OC(=O)N2CCN(CC3CCCO3)CC2)cc1. As a reaction SMILES: [Br-:35].[Cl:1][C:2](=[O:3])[O:4][c:5]1[cH:6][cH:7][c:8]([C:11]([NH:12][CH2:13][CH2:14][c:15]2[cH:16][cH:17][c:18]([Cl:21])[cH:19][cH:20]2)=[O:22])[cH:9][cH:10]1.[K+:36].[O:23]1[CH:24]([CH2:28][N:29]2[CH2:30][CH2:31][NH:32][CH2:33][CH2:34]2)[CH2:25][CH2:26][CH2:27]1>>[C:2](=[O:3])([O:4][c:5]1[cH:6][cH:7][c:8]([C:11]([NH:12][CH2:13][CH2:14][c:15]2[cH:16][cH:17][c:18]([Cl:21])[cH:19][cH:20]2)=[O:22])[cH:9][cH:10]1)[N:32]1[CH2:31][CH2:30][N:29]([CH2:28][CH:24]2[O:23][CH2:27][CH2:26][CH2:25]2)[CH2:34][CH2:33]1. RXN SMILES: [OH:1][C:2]1[CH:7]=[CH:6][C:5]([C:8]2[CH:13]=[CH:12][C:11]([C:14]#[N:15])=[CH:10][CH:9]=2)=[CH:4][C:3]=1I.[CH3:17][O:18][CH:19]=[CH:20][CH:21]=[CH2:22].C(=O)(O)[O-].[Na+]>[Cl-].C([N+](CCCC)(CCCC)CCCC)CCC.CN(C=O)C.C(Cl)Cl.C([O-])(=O)C.C([O-])(=O)C.[Pd+2]>[CH3:17][O:18]/[CH:19]=[CH:20]/[CH:21]1[CH2:22][C:3]2[CH:4]=[C:5]([C:8]3[CH:13]=[CH:12][C:11]([C:14]#[N:15])=[CH:10][CH:9]=3)[CH:6]=[CH:7][C:2]=2[O:1]1 |f:2.3,4.5,8.9.10|. Procedure: A solution of Example 1A (0.20 g, 0.623 mmol), 1-methoxybutadiene (0.18 g, 2.18 mmol), palladium diacetate (0.007 g, 0.031 mmol), sodium bicarbonate (0.261 g, 3.11 mmol) and tetrabutyl ammonium chloride (0.173 g, 0.623 mmol) was heated at 60° C. in DMF (3 mL) under an atmosphere of nitrogen for 36 hours. The reaction was cooled to 23° C., diluted with CH2Cl2 (50 mL), filtered through Celite. The solution was concentrated under reduce pressure and the residue was purified on silica using CH2Cl2 t... The reactants are OC1=C(C=C(C=C1)C1=CC=C(C=C1)C#N)I (4′-hydroxy-3′-iodo[1,1′-biphenyl]-4-carbonitrile), COC=CC=C (1-methoxybutadiene), C([O-])(O)=O.[Na+] (sodium bicarbonate). Reagents/catalysts: [Cl-].C(CCC)[N+](CCCC)(CCCC)CCCC (tetrabutyl ammonium chloride), C(C)(=O)[O-].C(C)(=O)[O-].[Pd+2] (palladium diacetate). Run in CN(C)C=O (DMF), C(Cl)Cl (CH2Cl2). Product: CO/C=C/C1OC2=C(C1)C=C(C=C2)C2=CC=C(C#N)C=C2 (4-{2-[(E)-2-methoxyethenyl]-2,3-dihydro-1-benzofuran-5-yl}benzonitrile). Conditions: temperature 23 celsius. The yield is 549.9%. Reactants: Cc1c(F)cc(C(=O)NC2CC2)cc1Br, COCCOC, CC1(C)OB(c2ccc(C(=O)NCC3CC3)cc2)OC1(C)C, [Na+], [Na+], O=C([O-])[O-], c1ccc(P(c2ccccc2)(c2ccccc2)[Pd](P(c2ccccc2)(c2ccccc2)c2ccccc2)(P(c2ccccc2)(c2ccccc2)c2ccccc2)P(c2ccccc2)(c2ccccc2)c2ccccc2)cc1. The product is Cc1c(F)cc(C(=O)NC2CC2)cc1-c1ccc(C(=O)NCC2CC2)cc1. Reaction SMILES: [Br:1][c:2]1[cH:3][c:4]([C:5](=[O:6])[NH:7][CH:8]2[CH2:9][CH2:10]2)[cH:11][c:12]([F:15])[c:13]1[CH3:14].[CH3:44][O:45][CH2:46][CH2:47][O:48][CH3:49].[CH:16]1([CH2:19][NH:20][C:21]([c:22]2[cH:23][cH:24][c:25]([B:28]3[O:29][C:30]([CH3:31])([CH3:32])[C:33]([CH3:34])([CH3:35])[O:36]3)[cH:26][cH:27]2)=[O:37])[CH2:17][CH2:18]1.[Na+:38].[Na+:39].[O-:40][C:41](=[O:42])[O-:43].[cH:50]1[cH:51][cH:52][c:53]([P:54]([Pd:55]([P:56]([c:57]2[cH:58][cH:59][cH:60][cH:61][cH:62]2)([c:63]2[cH:64][cH:65][cH:66][cH:67][cH:68]2)[c:69]2[cH:70][cH:71][cH:72][cH:73][cH:74]2)([P:75]([c:76]2[cH:77][cH:78][cH:79][cH:80][cH:81]2)([c:82]2[cH:83][cH:84][cH:85][cH:86][cH:87]2)[c:88]2[cH:89][cH:90][cH:91][cH:92][cH:93]2)[P:94]([c:95]2[cH:96][cH:97][cH:98][cH:99][cH:100]2)([c:101]2[cH:102][cH:103][cH:104][cH:105][cH:106]2)[c:107]2[cH:108][cH:109][cH:110][cH:111][cH:112]2)([c:113]2[cH:114][cH:115][cH:116][cH:117][cH:118]2)[c:119]2[cH:120][cH:121][cH:122][cH:123][cH:124]2)[cH:125][cH:126]1>>[c:2]1(-[c:25]2[cH:24][cH:23][c:22]([C:21]([NH:20][CH2:19][CH:16]3[CH2:17][CH2:18]3)=[O:37])[cH:27][cH:26]2)[cH:3][c:4]([C:5](=[O:6])[NH:7][CH:8]2[CH2:9][CH2:10]2)[cH:11][c:12]([F:15])[c:13]1[CH3:14]. Starting materials: CC(C)C(C#N)(CCCO[Si](C)(C)C(C)(C)C)c1ccc(Br)s1, N#Cc1cccc(OCCN2CCNCC2)c1, CC(C)C(C#N)(CCCN1CCN(CCOc2cccc(F)c2)CC1)c1ccsc1. Product: CC(C)C(C#N)(CCCN1CCN(CCOc2cccc(C#N)c2)CC1)c1ccc(Br)s1. Reaction SMILES: [C:1](#[N:2])[C:3]([CH2:4][CH2:5][CH2:6][O:7][Si:8]([C:9]([CH3:10])([CH3:11])[CH3:12])([CH3:13])[CH3:14])([CH:15]([CH3:16])[CH3:17])[c:18]1[cH:19][cH:20][c:21]([Br:23])[s:22]1.[C:24](#[N:25])[c:26]1[cH:27][c:28]([O:29][CH2:30][CH2:31][N:32]2[CH2:33][CH2:34][NH:35][CH2:36][CH2:37]2)[cH:38][cH:39][cH:40]1.[C:41]([C:42]([c:43]1[cH:44][cH:45][s:46][cH:47]1)([CH:48]([CH3:49])[CH3:50])[CH2:51][CH2:52][CH2:53][N:54]1[CH2:55][CH2:56][N:57]([CH2:58][CH2:59][O:60][c:61]2[cH:62][cH:63][cH:64][c:65]([F:66])[cH:67]2)[CH2:68][CH2:69]1)#[N:70]>>[C:1](#[N:2])[C:3]([CH2:4][CH2:5][CH2:6][N:35]1[CH2:34][CH2:33][N:32]([CH2:31][CH2:30][O:29][c:28]2[cH:27][c:26]([C:24]#[N:25])[cH:40][cH:39][cH:38]2)[CH2:37][CH2:36]1)([CH:15]([CH3:16])[CH3:17])[c:18]1[cH:19][cH:20][c:21]([Br:23])[s:22]1. Starting materials: FC12CN(C(C1)(C2)C(=O)OC)C (methyl 1-fluoro-3-methyl-3-azabicyclo[2.1.1]hexane-4-carboxylate), Cl (HCl). Solvent: C(Cl)Cl (CH2Cl2). Conditions: time 3 hour. The product is FC12CNC(C1)(C2)C(=O)O (4-fluoro-2-aza-bicyclo[2.1.1]hexane-1-carboxylic acid). Yield: 54.4%. Reaction SMILES: [F:1][C:2]12[CH2:7][C:5]([C:8]([O:10]C)=[O:9])([CH2:6]1)[N:4](C)[CH2:3]2.Cl>C(Cl)Cl>[F:1][C:2]12[CH2:7][C:5]([C:8]([OH:10])=[O:9])([CH2:6]1)[NH:4][CH2:3]2. Procedure details: To a solution of methyl 1-fluoro-3-methyl-3-azabicyclo[2.1.1]hexane-4-carboxylate (AR4) (150 mg, 0.57 mmol) in CH2Cl2 (1.0, mL) was added an aqueous of HCl (6.0N, 8.0 mL). The reaction mixture was heated to reflux and stirred for 3 hours. After cooled to room temperature, the solution was filtered. The filtrate was evaporated in vacuo, and the residue was washed with MeCN to give 4-fluoro-2-aza-bicyclo[2.1.1]hexane-1-carboxylic acid as a white solid (45 mg). LC/MS: calc'd 146 (MH+), exp 146 (MH+... The reactants are CC(=CC=O)C (3-methyl-2-butenal), C(C)(=O)NC(C(=O)OCC)C(=O)OCC (diethyl acetamidomalonate). Product: C(C)(=O)N1C(C(=O)OCC)(C(CC1)(C)C)C(=O)OCC (N-Acetyl-2-ethoxycarbonyl-3,3-dimethylproline, ethyl ester). Yield: 41.5%. As a reaction SMILES: [CH3:1][C:2]([CH3:6])=[CH:3][CH:4]=O.[C:7]([NH:10][CH:11]([C:17]([O:19][CH2:20][CH3:21])=[O:18])[C:12]([O:14][CH2:15][CH3:16])=[O:13])(=[O:9])[CH3:8]>>[C:7]([N:10]1[CH2:4][CH2:3][C:2]([CH3:6])([CH3:1])[C:11]1([C:17]([O:19][CH2:20][CH3:21])=[O:18])[C:12]([O:14][CH2:15][CH3:16])=[O:13])(=[O:9])[CH3:8]. Procedure: N-Acetyl-2-ethoxycarbonyl-3,3-dimethylproline, ethyl ester (6.4 g, 38%) was prepared from 3-methyl-2-butenal (Aldrich, 5.0 g, 59 mmol) and diethyl acetamidomalonate (Aldrich, 12 g, 54 mmol) by the procedure described by Chung et al (J. Org. Chem. 1990, 55, 270).